Dataset: the Open Reaction Database (ORD), a public repository of structured organic reaction records. Task: describe an organic reaction: reactants, conditions, products, and yield Reactants: BrC1=CC(=C(OCOCC[Si](C)(C)C)C=C1C)Cl ([2-(4-bromo-2-chloro-5-methyl-phenoxymethoxy)-ethyl]-trimethyl-silane), COC=1C(=CC(=C(C1)B(O)O)C)OCOCC[Si](C)(C)C (5-methoxy-2-methyl-4-[2-(trimethyl-silanyl)-ethoxymethoxy]-phenyl-boronic acid). The product is ClC=1C(=CC(=C(C1)B(O)O)C)OCOCC[Si](C)(C)C (5-Chloro-2-methyl-4-[2-(trimethyl-silanyl)-ethoxymethoxy]-phenyl-boronic acid). Isolated yield 54.0%. RXN SMILES: Br[C:2]1[C:16]([CH3:17])=[CH:15][C:5]([O:6][CH2:7][O:8][CH2:9][CH2:10][Si:11]([CH3:14])([CH3:13])[CH3:12])=[C:4]([Cl:18])[CH:3]=1.COC1C(OCOCC[Si](C)(C)C)=CC(C)=C([B:27]([OH:29])[OH:28])C=1>>[Cl:18][C:4]1[C:5]([O:6][CH2:7][O:8][CH2:9][CH2:10][Si:11]([CH3:14])([CH3:13])[CH3:12])=[CH:15][C:16]([CH3:17])=[C:2]([B:27]([OH:29])[OH:28])[CH:3]=1. Procedure: 5-Chloro-2-methyl-4-[2-(trimethyl-silanyl)-ethoxymethoxy]-phenyl-boronic acid was prepared in 54% yield from [2-(4-bromo-2-chloro-5-methyl-phenoxymethoxy)-ethyl]-trimethyl-silane according to the procedure for 5-methoxy-2-methyl-4-[2-(trimethyl-silanyl)-ethoxymethoxy]-phenyl-boronic acid. 1H NMR (300 MHz, CDCl3) δ 8.11 (s, 1 H), 7.09 (s, 1 H), 5.37 (s, 2 H), 3.84 (t, 2 H, J=8.4 Hz), 2.76 (s, 3 H), 0.98 (t, 2 H, J=8.4 Hz), 0.01 (s, 9 H). Anal. (C13H22BClO4Si—H2O) C, H. Calculated: C, 52.28; H, 6.... Reactants: CC1=NC(=CC=C1)C=1N(C=C(N1)C(F)(F)F)C1=CC=C(C=C1)S(=O)(=O)C (2-methyl-6-[1-[4-(methylsulfonyl)phenyl]-4-trifluoromethyl-1H-imidazol-2-yl]pyridine), solution, C(C)(=O)[O-].[Na+] (sodium acetate), NOS(=O)(=O)O (hydroxylamine-O-sulfonic acid), C(C)B(CC)CC (triethylborane). Run in O (water), O1CCCC1 (tetrahydrofuran), C1CCOC1 (THF). Conditions: time 20 minute. The product is CC1=CC=CC(=N1)C=1N(C=C(N1)C(F)(F)F)C1=CC=C(C=C1)S(=O)(=O)N (4-[2-(6-Methylpyridin-2-yl)-4-(trifluoromethyl)-1H-imidazol-1-yl]benzenesulfonamide). RXN SMILES: [CH3:1][C:2]1[CH:7]=[CH:6][CH:5]=[C:4]([C:8]2[N:9]([C:17]3[CH:22]=[CH:21][C:20]([S:23](C)(=[O:25])=[O:24])=[CH:19][CH:18]=3)[CH:10]=[C:11]([C:13]([F:16])([F:15])[F:14])[N:12]=2)[N:3]=1.C(B(CC)CC)C.C([O-])(=O)C.[Na+].[NH2:39]OS(O)(=O)=O>O1CCCC1.O>[CH3:1][C:2]1[N:3]=[C:4]([C:8]2[N:9]([C:17]3[CH:22]=[CH:21][C:20]([S:23]([NH2:39])(=[O:25])=[O:24])=[CH:19][CH:18]=3)[CH:10]=[C:11]([C:13]([F:16])([F:15])[F:14])[N:12]=2)[CH:5]=[CH:6][CH:7]=1 |f:2.3|. Procedure: To a clear solution of Example 34 (10 mmol) in tetrahydrofuran (60 ml) at 0° C., n-BuMgcl (2M solution in THF, 25 ml, 50 mmol) is added over 10 minutes. After stirring for an additional 20 minutes, the ice bath is removed and the solution is stirred for 2 hours. The reaction mixture is recooled to 0° C. and triethylborane (1M solution in THF, 60 ml, 60 mmol) is added. After stirring for 1 hour, the reaction is heated to reflux for 72 hours. The reaction mixture is cooled to room temperature and ... The reactants are CCOC(=O)c1cnn(C2CCC2)c1C(F)(F)F, CO, [Li+], [OH-], O. Product: O=C(O)c1cnn(C2CCC2)c1C(F)(F)F. RXN SMILES: [CH2:1]([CH3:2])[O:3][C:4](=[O:5])[c:6]1[cH:7][n:8][n:9]([CH:15]2[CH2:16][CH2:17][CH2:18]2)[c:10]1[C:11]([F:12])([F:13])[F:14].[CH3:21][OH:22].[Li+:20].[OH-:19].[OH2:23]>>[O:3]=[C:4]([OH:5])[c:6]1[cH:7][n:8][n:9]([CH:15]2[CH2:16][CH2:17][CH2:18]2)[c:10]1[C:11]([F:12])([F:13])[F:14]. Starting materials: COCOCCCBr, Cc1ccccc1, c1ccc(P(c2ccccc2)c2ccccc2)cc1. Product: [Br-], COCOCCC[P+](c1ccccc1)(c1ccccc1)c1ccccc1. RXN SMILES: [Br:1][CH2:2][CH2:3][CH2:4][O:5][CH2:6][O:7][CH3:8].[CH3:28][c:29]1[cH:30][cH:31][cH:32][cH:33][cH:34]1.[c:9]1([P:15]([c:16]2[cH:17][cH:18][cH:19][cH:20][cH:21]2)[c:22]2[cH:23][cH:24][cH:25][cH:26][cH:27]2)[cH:10][cH:11][cH:12][cH:13][cH:14]1>>[Br-:1].[CH2:2]([CH2:3][CH2:4][O:5][CH2:6][O:7][CH3:8])[P+:15]([c:9]1[cH:10][cH:11][cH:12][cH:13][cH:14]1)([c:16]1[cH:17][cH:18][cH:19][cH:20][cH:21]1)[c:22]1[cH:23][cH:24][cH:25][cH:26][cH:27]1. Reactants: [Al+3], CCOC(=O)c1c(C)cc(C)nc1NCCN(C)C, [H-], [H-], [H-], [H-], [Li+], C1CCOC1. Product: Cc1cc(C)c(CO)c(NCCN(C)C)n1. Reaction SMILES: [Al+3:2].[CH3:7][N:8]([CH2:9][CH2:10][NH:11][c:12]1[c:13]([C:14](=[O:15])[O:16][CH2:17][CH3:18])[c:19]([CH3:24])[cH:20][c:21]([CH3:23])[n:22]1)[CH3:25].[H-:1].[H-:4].[H-:5].[H-:6].[Li+:3].[O:26]1[CH2:27][CH2:28][CH2:29][CH2:30]1>>[CH3:7][N:8]([CH2:9][CH2:10][NH:11][c:12]1[c:13]([CH2:14][OH:15])[c:19]([CH3:24])[cH:20][c:21]([CH3:23])[n:22]1)[CH3:25].